Dataset: the Open Reaction Database (ORD), a public repository of structured organic reaction records. Task: describe an organic reaction: reactants, conditions, products, and yield Starting materials: C(C1=CC=CC=C1)C1=CN(C2=CC=CC=C12)CC=NO (3-Benzyl-1-(2-hydroximinoethyl)indole), Cl (HCl). The solvent is CCO (EtOH). Conditions: temperature 0 celsius, time 20 minute. Yields the product C(C1=CC=CC=C1)C1=CN(C2=CC=CC=C12)CCNO (3-Benzyl-1-(2-hydroxaminoethyl)indole). As a reaction SMILES: [CH2:1]([C:8]1[C:16]2[C:11](=[CH:12][CH:13]=[CH:14][CH:15]=2)[N:10]([CH2:17][CH:18]=[N:19][OH:20])[CH:9]=1)[C:2]1[CH:7]=[CH:6][CH:5]=[CH:4][CH:3]=1.Cl>CCO>[CH2:1]([C:8]1[C:16]2[C:11](=[CH:12][CH:13]=[CH:14][CH:15]=2)[N:10]([CH2:17][CH2:18][NH:19][OH:20])[CH:9]=1)[C:2]1[CH:3]=[CH:4][CH:5]=[CH:6][CH:7]=1. Procedure: To a solution of the oxime from Step 3 (400 mg, 1.52 mmole) in EtOH (7 mL) at 0° C. there was added pyridine-borane complex (288.5 mg, 3.10 mmole) and 4M ethanolic HCl (1.16 mL, 4.65 mmol). The mixture was stirred at 0° C. for 20 minutes, then allowed to warm up to r.t. Most of the EtOH was evaporated away, H2O (20 mL) and 1N aqueous HCl (10 mL) was added, and the mixture was extracted twice with Et2O. The aqueous fraction was then made basic with 2.5N aqueous NaOH, and extracted twice with Et2O...